Task: describe an organic reaction: reactants, conditions, products, and yield. Dataset: the Open Reaction Database (ORD), a public repository of structured organic reaction records Starting materials: Cl, [Na+], [OH-], OO, O=S(=O)(O)O, Cc1cccc2c(N3CCSCC3)nc(N3CCNCC3)cc12. Yields the product Cc1cccc2c(N3CCS(=O)CC3)nc(N3CCNCC3)cc12. As a reaction SMILES: [ClH:3].[Na+:28].[OH-:27].[OH:1][OH:2].[S:29](=[O:30])(=[O:31])([OH:32])[OH:33].[S:4]1[CH2:5][CH2:6][N:7]([c:10]2[n:11][c:12]([N:21]3[CH2:22][CH2:23][NH:24][CH2:25][CH2:26]3)[cH:13][c:14]3[c:15]([CH3:20])[cH:16][cH:17][cH:18][c:19]23)[CH2:8][CH2:9]1>>[O:1]=[S:4]1[CH2:5][CH2:6][N:7]([c:10]2[n:11][c:12]([N:21]3[CH2:22][CH2:23][NH:24][CH2:25][CH2:26]3)[cH:13][c:14]3[c:15]([CH3:20])[cH:16][cH:17][cH:18][c:19]23)[CH2:8][CH2:9]1. Starting materials: NCC1=CN(C2=CC(=CC=C2C1=O)Cl)C1=CC=CC=C1 (3-(aminomethyl)-7-chloro-1-phenylquinolin-4(1H)-one), N=1NC(=NC1)C1=CC=C(C(=O)O)C=C1 (4-(2H-[1,2,4]triazol-3-yl)-benzoic acid). The product is ClC1=CC=C2C(C(=CN(C2=C1)C1=CC=CC=C1)CNC(C1=CC=C(C=C1)C=1NN=CN1)=O)=O (N-(7-Chloro-4-oxo-1-phenyl-1,4-dihydro-quinolin-3-ylmethyl)-4-(2H-[1,2,4]triazol-3-yl)-benzamide). As a reaction SMILES: [NH2:1][CH2:2][C:3]1[C:12](=[O:13])[C:11]2[C:6](=[CH:7][C:8]([Cl:14])=[CH:9][CH:10]=2)[N:5]([C:15]2[CH:20]=[CH:19][CH:18]=[CH:17][CH:16]=2)[CH:4]=1.[N:21]1[NH:22][C:23]([C:26]2[CH:34]=[CH:33][C:29]([C:30](O)=[O:31])=[CH:28][CH:27]=2)=[N:24][CH:25]=1>>[Cl:14][C:8]1[CH:7]=[C:6]2[C:11]([C:12](=[O:13])[C:3]([CH2:2][NH:1][C:30](=[O:31])[C:29]3[CH:28]=[CH:27][C:26]([C:23]4[NH:22][N:21]=[CH:25][N:24]=4)=[CH:34][CH:33]=3)=[CH:4][N:5]2[C:15]2[CH:16]=[CH:17][CH:18]=[CH:19][CH:20]=2)=[CH:10][CH:9]=1. Procedure details: N-(7-Chloro-4-oxo-1-phenyl-1,4-dihydro-quinolin-3-ylmethyl)-4-(2H-[1,2,4]triazol-3-yl)-benzamide was prepared starting from intermediate D and 4-(2H-[1,2,4]triazol-3-yl)-benzoic acid. MS calcd. for C25H18ClN5O2 [(M+H)+] 455.9, obsd. 456.0. Reactants: CC[SiH](CC)CC, CS(=O)(=O)O, Cc1cc(-n2ncc(=O)[nH]c2=O)cc(Cl)c1Oc1ccc(O)c(C(O)c2ccc(F)cc2)c1, ClCCl, O. Yields the product Cc1cc(-n2ncc(=O)[nH]c2=O)cc(Cl)c1Oc1ccc(O)c(Cc2ccc(F)cc2)c1. As a reaction SMILES: [CH2:39]([SiH:40]([CH2:41][CH3:42])[CH2:43][CH3:44])[CH3:45].[CH3:34][S:35](=[O:36])(=[O:37])[OH:38].[Cl:1][c:2]1[cH:3][c:4](-[n:26]2[n:27][cH:28][c:29](=[O:33])[nH:30][c:31]2=[O:32])[cH:5][c:6]([CH3:25])[c:7]1[O:8][c:9]1[cH:10][c:11]([CH:16]([OH:17])[c:18]2[cH:19][cH:20][c:21]([F:24])[cH:22][cH:23]2)[c:12]([OH:15])[cH:13][cH:14]1.[Cl:47][CH2:48][Cl:49].[OH2:46]>>[Cl:1][c:2]1[cH:3][c:4](-[n:26]2[n:27][cH:28][c:29](=[O:33])[nH:30][c:31]2=[O:32])[cH:5][c:6]([CH3:25])[c:7]1[O:8][c:9]1[cH:10][c:11]([CH2:16][c:18]2[cH:19][cH:20][c:21]([F:24])[cH:22][cH:23]2)[c:12]([OH:15])[cH:13][cH:14]1. Starting materials: CC(C(C)C)NC(\C=C\C=C\[C@H]1[C@@H](C1)C1=CC=C(C=C1)C=C(Br)Br)=O ((±)-(2E,4E) N-(1,2-Dimethylpropyl)-5-[trans-2-(4-(2,2-dibromoethenyl) phenyl)cyclopropyl]penta-2,4-dienamide), C(CCC)[Li] (n-butyllithium), O (water). Solvent: O1CCCC1 (tetrahydrofuran). Product: C(#C)C1=CC=C(C=C1)[C@H]1[C@@H](C1)CO ((±)-trans-2-(4-ethynylphenyl)cyclopropane methanol). As a reaction SMILES: CC(NC(=O)/C=C/C=[CH:11]/[C@@H:12]1[CH2:14][C@H:13]1[C:15]1[CH:20]=[CH:19][C:18]([CH:21]=[C:22](Br)Br)=[CH:17][CH:16]=1)C(C)C.C([Li])CCC.[OH2:31]>O1CCCC1>[C:21]([C:18]1[CH:19]=[CH:20][C:15]([C@@H:13]2[CH2:14][C@H:12]2[CH2:11][OH:31])=[CH:16][CH:17]=1)#[CH:22]. Reported procedure: (±)-Trans-2-[4-(2,2-dibromoethenyl)phenyl]cyclopropylmethanol (1.43 g) (prepared as in example 16) in dry tetrahydrofuran under nitrogen at -40° was treated with n-butyllithium (8.1 ml) After 4 hours at 25° water was added and the mixture worked up in the usual manner. Purification by chromatography (silica ether/hexane) gave (±)-trans-2-(4-ethynylphenyl)cyclopropane methanol (0.62 g). NMR 1H: 7.41(2H,d), 6.90(2H,d), 3.30(2H,d), 2.95(1H,s), 2.59(1H,s), 1.85(1H,m), 1.34(1H,m), 0.90(2H,m). Product: CC(C)(C)OC(=O)N1CC2CC1CN2c1cccc(Cl)c1. Starting materials: Clc1cccc(Br)c1, CC(C)(C)OC(=O)N1CC2CC1CN2, CC(C)(C)[O-], Cc1ccccc1, [Na+], O=C(C=Cc1ccccc1)C=Cc1ccccc1, O=C(C=Cc1ccccc1)C=Cc1ccccc1, O=C(C=Cc1ccccc1)C=Cc1ccccc1, [Pd], [Pd], c1ccc(P(c2ccccc2)c2ccc3ccccc3c2-c2c(P(c3ccccc3)c3ccccc3)ccc3ccccc23)cc1. Reaction SMILES: [Br:1][c:2]1[cH:3][c:4]([Cl:8])[cH:5][cH:6][cH:7]1.[C:9]([CH3:10])([CH3:11])([CH3:12])[O:13][C:14](=[O:15])[N:16]1[CH:17]2[CH2:18][NH:19][CH:20]([CH2:21]1)[CH2:22]2.[CH3:23][C:24]([CH3:25])([O-:26])[CH3:27].[CH3:75][c:76]1[cH:77][cH:78][cH:79][cH:80][cH:81]1.[Na+:28].[O:102]=[C:103]([CH:104]=[CH:105][c:106]1[cH:107][cH:108][cH:109][cH:110][cH:111]1)[CH:112]=[CH:113][c:114]1[cH:115][cH:116][cH:117][cH:118][cH:119]1.[O:120]=[C:121]([CH:122]=[CH:123][c:124]1[cH:125][cH:126][cH:127][cH:128][cH:129]1)[CH:130]=[CH:131][c:132]1[cH:133][cH:134][cH:135][cH:136][cH:137]1.[O:84]=[C:85]([CH:86]=[CH:87][c:88]1[cH:89][cH:90][cH:91][cH:92][cH:93]1)[CH:94]=[CH:95][c:96]1[cH:97][cH:98][cH:99][cH:100][cH:101]1.[Pd:82].[Pd:83].[cH:29]1[cH:30][cH:31][c:32]([P:33]([c:34]2[cH:35][cH:36][c:37]3[c:38]([cH:39][cH:40][cH:41][cH:42]3)[c:43]2-[c:44]2[c:45]3[c:46]([cH:47][cH:48][cH:49][cH:50]3)[cH:51][cH:52][c:53]2[P:54]([c:55]2[cH:56][cH:57][cH:58][cH:59][cH:60]2)[c:61]2[cH:62][cH:63][cH:64][cH:65][cH:66]2)[c:67]2[cH:68][cH:69][cH:70][cH:71][cH:72]2)[cH:73][cH:74]1>>[c:2]1([N:19]2[CH2:18][CH:17]3[N:16]([C:14]([O:13][C:9]([CH3:10])([CH3:11])[CH3:12])=[O:15])[CH2:21][CH:20]2[CH2:22]3)[cH:3][c:4]([Cl:8])[cH:5][cH:6][cH:7]1. Starting materials: C1COCCO1, CCOCC, CCOC(=O)c1cccnc1Cl, NN. The product is CCOC(=O)c1cccnc1NN. As a reaction SMILES: [CH2:15]1[O:16][CH2:17][CH2:18][O:19][CH2:20]1.[CH2:21]([O:22][CH2:23][CH3:24])[CH3:25].[Cl:1][c:2]1[c:3]([C:4](=[O:5])[O:6][CH2:7][CH3:8])[cH:9][cH:10][cH:11][n:12]1.[NH2:13][NH2:14]>>[c:2]1([NH:13][NH2:14])[c:3]([C:4](=[O:5])[O:6][CH2:7][CH3:8])[cH:9][cH:10][cH:11][n:12]1.